Dataset: the Open Reaction Database (ORD), a public repository of structured organic reaction records. Task: describe an organic reaction: reactants, conditions, products, and yield Reactants: CCO, Cl, [Na+], N#Cc1ccc2[nH]nc(-c3ccc4c(c3)OCCO4)c2c1, [OH-], O, OO. Yields the product NC(=O)c1ccc2[nH]nc(-c3ccc4c(c3)OCCO4)c2c1. Reaction SMILES: [CH3:28][CH2:29][OH:30].[ClH:26].[Na+:25].[O:1]1[CH2:2][CH2:3][O:4][c:5]2[c:6]1[cH:7][cH:8][c:9](-[c:11]1[n:12][nH:13][c:14]3[cH:15][cH:16][c:17]([C:20]#[N:21])[cH:18][c:19]13)[cH:10]2.[OH-:24].[OH2:27].[OH:22][OH:23]>>[O:1]1[CH2:2][CH2:3][O:4][c:5]2[c:6]1[cH:7][cH:8][c:9](-[c:11]1[n:12][nH:13][c:14]3[cH:15][cH:16][c:17]([C:20]([NH2:21])=[O:22])[cH:18][c:19]13)[cH:10]2. Reactants: NC1=C2C(C(=CN(C2=C(C(=C1F)F)F)C1CC1)C(=O)O)=O (5-Amino-1-cyclopropyl-6,7,8-trifluoro-1,4-dihydro-4-oxoquinoline-3-carboxylic acid), Cl.CC=1N=NN(C1)C1CNCC1 (3-(4-methyl-1,2,3-triazol-1-yl)pyrrolidine hydrochloride), C1CCC2=NCCCN2CC1 (DBU). The solvent is C(C)#N (acetonitrile). Yields the product NC1=C2C(C(=CN(C2=C(C(=C1F)N1CC(CC1)N1N=NC(=C1)C)F)C1CC1)C(=O)O)=O (5-Amino-1-cyclopropyl-6,8-difluoro-7-[3-(4-methyl-1,2,3-triazol-1-yl)pyrrolidin-1-yl]- 1,4,dihydro-4-oxoquinoline -3-carboxylic acid). The yield is 46.5%. RXN SMILES: [NH2:1][C:2]1[C:11]([F:12])=[C:10](F)[C:9]([F:14])=[C:8]2[C:3]=1[C:4](=[O:21])[C:5]([C:18]([OH:20])=[O:19])=[CH:6][N:7]2[CH:15]1[CH2:17][CH2:16]1.Cl.[CH3:23][C:24]1[N:25]=[N:26][N:27]([CH:29]2[CH2:33][CH2:32][NH:31][CH2:30]2)[CH:28]=1.C1CCN2C(=NCCC2)CC1>C(#N)C>[NH2:1][C:2]1[C:11]([F:12])=[C:10]([N:31]2[CH2:32][CH2:33][CH:29]([N:27]3[CH:28]=[C:24]([CH3:23])[N:25]=[N:26]3)[CH2:30]2)[C:9]([F:14])=[C:8]2[C:3]=1[C:4](=[O:21])[C:5]([C:18]([OH:20])=[O:19])=[CH:6][N:7]2[CH:15]1[CH2:17][CH2:16]1 |f:1.2|. Procedure: 5-Amino-1-cyclopropyl-6,7,8-trifluoro-1,4-dihydro-4-oxoquinoline-3-carboxylic acid (298 mg, 1 mmol) was reacted with 470 mg (2.5 mmol) of 3-(4-methyl-1,2,3-triazol-1-yl)pyrrolidine hydrochloride in the presence of 380 mg (2.5 mmol) of DBU in 20 ml of dry acetonitrile for two days under reflux conditions and the atmosphere of nitrogen. The yellow suspension was then evaporated to dryness and to the residue water was added. The yellow solid was filtered and crystallized repeatedly (3x) with aceton...